Dataset: the Open Reaction Database (ORD), a public repository of structured organic reaction records. Task: describe an organic reaction: reactants, conditions, products, and yield Starting materials: O=C([O-])[O-], CCc1cc(-c2ccc(F)cc2)c(OCc2ccccc2)cc1OCCCCl, CCCc1c(O)cccc1Oc1ccccc1C(=O)OC, CCC(C)=O, CN(C)C=O, ClC(Cl)Cl, [I-], [K+], [K+], [Na+], O. Yields the product CCCc1c(OCCCOc2cc(OCc3ccccc3)c(-c3ccc(F)cc3)cc2CC)cccc1Oc1ccccc1C(=O)OC. As a reaction SMILES: [C:52](=[O:53])([O-:54])[O-:55].[CH2:1]([c:2]1[cH:3][cH:4][cH:5][cH:6][cH:7]1)[O:8][c:9]1[c:10](-[c:22]2[cH:23][cH:24][c:25]([F:28])[cH:26][cH:27]2)[cH:11][c:12]([CH2:20][CH3:21])[c:13]([O:15][CH2:16][CH2:17][CH2:18][Cl:19])[cH:14]1.[CH3:31][O:32][C:33]([c:34]1[c:35]([O:40][c:41]2[c:42]([CH2:48][CH2:49][CH3:50])[c:43]([OH:47])[cH:44][cH:45][cH:46]2)[cH:36][cH:37][cH:38][cH:39]1)=[O:51].[CH3:58][C:59](=[O:60])[CH2:61][CH3:62].[CH3:63][N:64]([CH3:65])[CH:66]=[O:67].[Cl:69][CH:70]([Cl:71])[Cl:72].[I-:30].[K+:56].[K+:57].[Na+:29].[OH2:68]>>[CH2:1]([c:2]1[cH:3][cH:4][cH:5][cH:6][cH:7]1)[O:8][c:9]1[c:10](-[c:22]2[cH:23][cH:24][c:25]([F:28])[cH:26][cH:27]2)[cH:11][c:12]([CH2:20][CH3:21])[c:13]([O:15][CH2:16][CH2:17][CH2:18][O:47][c:43]2[c:42]([CH2:48][CH2:49][CH3:50])[c:41]([O:40][c:35]3[c:34]([C:33]([O:32][CH3:31])=[O:51])[cH:39][cH:38][cH:37][cH:36]3)[cH:46][cH:45][cH:44]2)[cH:14]1. The reactants are CC(=O)OC(C)=O, CC(=O)O, CCCCOc1cc(C(=O)O)cc(N)c1C(=O)c1ccccc1, O. Yields the product CCCCOc1cc(C(=O)O)cc(NC(C)=O)c1C(=O)c1ccccc1. RXN SMILES: [CH3:24][C:25](=[O:26])[O:27][C:28](=[O:29])[CH3:30].[CH3:31][C:32](=[O:33])[OH:34].[NH2:1][c:2]1[c:3]([C:16]([c:17]2[cH:18][cH:19][cH:20][cH:21][cH:22]2)=[O:23])[c:4]([O:11][CH2:12][CH2:13][CH2:14][CH3:15])[cH:5][c:6]([C:7](=[O:8])[OH:9])[cH:10]1.[OH2:35]>>[NH:1]([c:2]1[c:3]([C:16]([c:17]2[cH:18][cH:19][cH:20][cH:21][cH:22]2)=[O:23])[c:4]([O:11][CH2:12][CH2:13][CH2:14][CH3:15])[cH:5][c:6]([C:7](=[O:8])[OH:9])[cH:10]1)[C:25]([CH3:24])=[O:26]. Conditions: temperature 10 celsius. Reactants: CN1C2=CC=CC=C2C=2C(CCCC12)=O (1,2,3,9-tetrahydro-9-methyl-4H-carbazol-4-one), Cl[Si](C)(C)C (chlorotrimethylsilane), CC=1NC=CN1 (2-methyl imidazole), CN(C)CN(C)C (N,N,N′,N′-tetramethyldiaminomethane). Reaction SMILES: [CH3:1][N:2]1[C:14]2[CH2:13][CH2:12][CH2:11][C:10](=[O:15])[C:9]=2[C:8]2[C:3]1=[CH:4][CH:5]=[CH:6][CH:7]=2.[CH3:16][C:17]1[NH:18][CH:19]=[CH:20][N:21]=1.[CH3:22]N(CN(C)C)C.[Cl:29][Si](C)(C)C>C(#N)C.C1(C)C=CC=CC=1>[OH2:15].[OH2:15].[ClH:29].[CH3:1][N:2]1[C:14]2[CH2:13][CH2:12][CH:11]([CH2:22][N:18]3[CH:19]=[CH:20][N:21]=[C:17]3[CH3:16])[C:10](=[O:15])[C:9]=2[C:8]2[C:3]1=[CH:4][CH:5]=[CH:6][CH:7]=2 |f:6.7.8.9|. Procedure details: 2.0 g of 1,2,3,9-tetrahydro-9-methyl-4H-carbazol-4-one, 1.65 g of 2-methyl imidazole and 2 ml of N,N,N′,N′-tetramethyldiaminomethane were suspended in 5 ml of acetonitrile and 30 ml of toluene, and then 4 ml of chlorotrimethylsilane was slowly added thereto. The reaction mixture was stirred under reflux for 10 hours. The reaction mixture was concentrated to remove the solvent, and then 50 ml of water was added to the resulting residue. The resulting solid was filtered and dried, which was then s... Product: O.O.Cl.CN1C2=CC=CC=C2C=2C(C(CCC12)CN1C(=NC=C1)C)=O (1,2,3,9-tetrahydro-9-methyl-3-[(2-methyl-1H-imidazole-1-yl)methyl]-4H-carbazol-4-one hydrochloride dihydrate). Solvent: C(C)#N (acetonitrile), C1(=CC=CC=C1)C (toluene). The yield is 53.0%. Starting materials: ClC1=CC2=C(NC3=CC=C(C=C23)CCC2=CC=CC=C2)N=C1 (3-chloro-6-(2′-phenylethyl)-9H-pyrido[2,3-b]indole), 2-Dicyclohexyl phosphino-2′,4′,6′-Triisopropylbiphenyl, CC(C)([O-])C.[Na+] (sodium tert-butoxide), COC1=CC(=CC=C1)N (m-Anisidine). Reagents/catalysts: C=1C=CC(=CC1)/C=C/C(=O)/C=C/C2=CC=CC=C2.C=1C=CC(=CC1)/C=C/C(=O)/C=C/C2=CC=CC=C2.C=1C=CC(=CC1)/C=C/C(=O)/C=C/C2=CC=CC=C2.[Pd].[Pd] (Pd2 dba3). Solvent: C(C)(C)(C)O (tert-butanol). Reaction conditions: time 8 hour. Product: COC=1C=C(C=CC1)NC1=CC2=C(NC3=CC=C(C=C23)CCC2=CC=CC=C2)N=C1 (N-(3-methoxyphenyl)-6-(2′-phenylethyl)-9H-pyrido[2,3-b]indol-3-amine). The yield is 28.7%. As a reaction SMILES: Cl[C:2]1[CH:22]=[N:21][C:5]2[NH:6][C:7]3[C:12]([C:4]=2[CH:3]=1)=[CH:11][C:10]([CH2:13][CH2:14][C:15]1[CH:20]=[CH:19][CH:18]=[CH:17][CH:16]=1)=[CH:9][CH:8]=3.CC(C)([O-])C.[Na+].[CH3:29][O:30][C:31]1[CH:36]=[CH:35][CH:34]=[C:33]([NH2:37])[CH:32]=1>C1C=CC(/C=C/C(/C=C/C2C=CC=CC=2)=O)=CC=1.C1C=CC(/C=C/C(/C=C/C2C=CC=CC=2)=O)=CC=1.C1C=CC(/C=C/C(/C=C/C2C=CC=CC=2)=O)=CC=1.[Pd].[Pd].C(O)(C)(C)C>[CH3:29][O:30][C:31]1[CH:32]=[C:33]([NH:37][C:2]2[CH:22]=[N:21][C:5]3[NH:6][C:7]4[C:12]([C:4]=3[CH:3]=2)=[CH:11][C:10]([CH2:13][CH2:14][C:15]2[CH:20]=[CH:19][CH:18]=[CH:17][CH:16]=2)=[CH:9][CH:8]=4)[CH:34]=[CH:35][CH:36]=1 |f:1.2,4.5.6.7.8|. Procedure: 3-chloro-6-(2′-phenylethyl)-9H-pyrido[2,3-b]indole (50 mg, 0.16 mmol, 1 equiv.), Pd2 dba3 (8.2 mg, 0.008 mmol, 0.05 equiv.), 2-Dicyclohexyl phosphino-2′,4′,6′-Triisopropylbiphenyl (L2)(8.1 mg, 0.016 mmol, 0.1 equiv.), sodium tert-butoxide (36 mg, 0.37 mmol, 2.2 equiv.) are introduced in a schlenk tube and flushed with N2. tert-butanol (0.255 ml) and m-Anisidine (25 mg, 0.20 mmol, 1.2 equiv.) are then added. The reaction is carried out at 100° C. overnight and then filtered over celite and evapor... Reagents/catalysts: CN(C1=CC=NC=C1)C (4-dimethylaminopyridine). Conditions: time 16 hour. The reactants are C(C)OCC(=O)O (ethoxy acetic acid), OC1=CC(OC2=C1C=CC(=C2C)OC2OCCCC2)=O (4-hydroxy-8-methyl-7-[(tetrahydro-2H-pyran-2-yl) oxy]-2H-1-benzopyran-2-one), Cl.CN(CCCN=C=NCC)C (N-(3-dimethylaminopropyl)- N′-ethylcarbodiimide hydrochloride). Product: C(C)OCC(=O)C=1C(OC2=C(C1O)C=CC(=C2C)OC2OCCCC2)=O (3-(ethoxyacetyl)-4-hydroxy-8-methyl-7-[(tetrahydro-2H-pyran-2-yl)oxy]-2H-1-benzopyran-2-one). As a reaction SMILES: [CH2:1]([O:3][CH2:4][C:5]([OH:7])=O)[CH3:2].[OH:8][C:9]1[C:14]2[CH:15]=[CH:16][C:17]([O:20][CH:21]3[CH2:26][CH2:25][CH2:24][CH2:23][O:22]3)=[C:18]([CH3:19])[C:13]=2[O:12][C:11](=[O:27])[CH:10]=1.Cl.CN(C)CCCN=C=NCC>CN(C)C1C=CN=CC=1.ClCCl>[CH2:1]([O:3][CH2:4][C:5]([C:10]1[C:11](=[O:27])[O:12][C:13]2[C:18]([CH3:19])=[C:17]([O:20][CH:21]3[CH2:26][CH2:25][CH2:24][CH2:23][O:22]3)[CH:16]=[CH:15][C:14]=2[C:9]=1[OH:8])=[O:7])[CH3:2] |f:2.3|. The solvent is ClCCl (dichloromethane). Procedure: 2.21 ml of ethoxy acetic acid is added to a solution containing 5.00 g of 4-hydroxy-8-methyl-7-[(tetrahydro-2H-pyran-2-yl) oxy]-2H-1-benzopyran-2-one, 7.30 g of 4-dimethylaminopyridine and 3.816 g of N-(3-dimethylaminopropyl)- N′-ethylcarbodiimide hydrochloride. This mixture is agitated for 16 hours at ambient temperature. After diluting with dichloromethane, washing is carried out with an aqueous solution of sodium dihydrogen phosphate then with brine. After drying over magnesium sulphate, filt... Reactants: C(C=C)OC([C@H](C[C@@H](COCOCC)NC(=O)C1=CC=C(C=C1)C#N)COC)=O (5-ethoxymethoxy-4(S)-[N-(4-cyanophenylcarbonyl)amino]-2(R)-methoxymethylpentanoic acid allyl ester), N1CCOCC1 (morpholine). The reagents and catalysts are [Pd].C1(=CC=CC=C1)P(C1=CC=CC=C1)C1=CC=CC=C1.C1(=CC=CC=C1)P(C1=CC=CC=C1)C1=CC=CC=C1.C1(=CC=CC=C1)P(C1=CC=CC=C1)C1=CC=CC=C1.C1(=CC=CC=C1)P(C1=CC=CC=C1)C1=CC=CC=C1 (tetrakis(triphenylphosphine) palladium(0)). The solvent is C(C)(=O)OCC (ethyl acetate), C1CCOC1 (THF). Run at time 3 hour. The product is C(C)OCOC[C@H](C[C@@H](C(=O)O)COC)NC(=O)C1=CC=C(C=C1)C#N (5-ethoxymethoxy-4(S)-[N-(4-cyanophenylcarbonyl)amino]-2(R)-methoxymethylpentanoic acid). The yield is 101.8%. Reaction SMILES: C([O:4][C:5](=[O:29])[C@@H:6]([CH2:26][O:27][CH3:28])[CH2:7][C@H:8]([NH:15][C:16]([C:18]1[CH:23]=[CH:22][C:21]([C:24]#[N:25])=[CH:20][CH:19]=1)=[O:17])[CH2:9][O:10][CH2:11][O:12][CH2:13][CH3:14])C=C.N1CCOCC1>C1COCC1.C(OCC)(=O)C.[Pd].C1(P(C2C=CC=CC=2)C2C=CC=CC=2)C=CC=CC=1.C1(P(C2C=CC=CC=2)C2C=CC=CC=2)C=CC=CC=1.C1(P(C2C=CC=CC=2)C2C=CC=CC=2)C=CC=CC=1.C1(P(C2C=CC=CC=2)C2C=CC=CC=2)C=CC=CC=1>[CH2:13]([O:12][CH2:11][O:10][CH2:9][C@@H:8]([NH:15][C:16]([C:18]1[CH:19]=[CH:20][C:21]([C:24]#[N:25])=[CH:22][CH:23]=1)=[O:17])[CH2:7][C@H:6]([CH2:26][O:27][CH3:28])[C:5]([OH:29])=[O:4])[CH3:14] |f:4.5.6.7.8|. Procedure: To the solution of the compound prepared in Example 5 (1.45 g) and morpholine (0.38 ml) in THF (3.6 ml), tetrakis(triphenylphosphine) palladium(0) (20 mg) was added, and the mixture was stirred for 3 hours at room temperature. The reaction mixture was diluted with ethyl acetate, and washed with 1N aqueous solution of hydrochloride and a saturated aqueous solution of sodium chloride. The organic layer was dried over anhydrous magnesium sulfate and concentrated to give the title compound (1.33 g) ... Reactants: CC(C)([O-])C.[K+] (Potassium tert-butoxide), C(C)(C)(C)OC(=O)N1CCN(CC1)C1=NC=2N(C(N(C(C2N1C1=C(C=CC=C1)C=O)=O)C)=O)C (4-[7-(2-formylphenyl)-1,3-dimethyl-2,6-dioxo-2,3,6,7-tetrahydro-1H-purin-8-yl]piperazine-1-carboxylic acid tert-butyl ester). The reagents and catalysts are [Br-].C[P+](C1=CC=CC=C1)(C1=CC=CC=C1)C1=CC=CC=C1 (methyl triphenyl phosphonium bromide). Run in O1CCCC1 (tetrahydrofuran), O1CCCC1 (tetrahydrofuran), C(C)(=O)OCC (ethyl acetate). Conditions: time 30 minute. Yields the product C(C)(C)(C)OC(=O)N1CCN(CC1)C1=NC=2N(C(N(C(C2N1C1=C(C=CC=C1)C=C)=O)C)=O)C (4-[7-(2-vinylphenyl)-1,3-dimethyl-2,6-dioxo-2,3,6,7-tetrahydro-1H-purin-8-yl]piperazine-1-carboxylic acid tert-butyl ester). Isolated yield 200.8%. As a reaction SMILES: [CH3:1]C(C)([O-])C.[K+].[C:7]([O:11][C:12]([N:14]1[CH2:19][CH2:18][N:17]([C:20]2[N:28]([C:29]3[CH:34]=[CH:33][CH:32]=[CH:31][C:30]=3[CH:35]=O)[C:27]3[C:26](=[O:37])[N:25]([CH3:38])[C:24](=[O:39])[N:23]([CH3:40])[C:22]=3[N:21]=2)[CH2:16][CH2:15]1)=[O:13])([CH3:10])([CH3:9])[CH3:8]>O1CCCC1.[Br-].C[P+](C1C=CC=CC=1)(C1C=CC=CC=1)C1C=CC=CC=1.C(OCC)(=O)C>[C:7]([O:11][C:12]([N:14]1[CH2:19][CH2:18][N:17]([C:20]2[N:28]([C:29]3[CH:34]=[CH:33][CH:32]=[CH:31][C:30]=3[CH:35]=[CH2:1])[C:27]3[C:26](=[O:37])[N:25]([CH3:38])[C:24](=[O:39])[N:23]([CH3:40])[C:22]=3[N:21]=2)[CH2:16][CH2:15]1)=[O:13])([CH3:9])([CH3:10])[CH3:8] |f:0.1,4.5|. Reported procedure: Potassium tert-butoxide (9 mg) was dissolved in tetrahydrofuran (1 ml), and methyl triphenyl phosphonium bromide (31 mg) was added thereto. The reaction mixture was stirred at room temperature for 30 minutes, and a solution of 4-[7-(2-formylphenyl)-1,3-dimethyl-2,6-dioxo-2,3,6,7-tetrahydro-1H-purin-8-yl]piperazine-1-carboxylic acid tert-butyl ester (20 mg) in tetrahydrofuran (1 ml) was added thereto. The reaction solution was stirred at room temperature for 1 hour, diluted with ethyl acetate, an...